This data is from the Open Reaction Database (ORD), a public repository of structured organic reaction records. The task is: describe an organic reaction: reactants, conditions, products, and yield Reactants: C(C1=CC=CC=C1)Br (benzyl bromide), C1COCCOCCOCCOCCOCCO1 (18-Crown-6), CC(C)([O-])C.[K+] (potassium tert-butoxide), ClC1=CC=C(C=C1)C=1N=CC=C2C1NC(=C2COCC)C (7-(4-chlorophenyl)-3-ethoxymethyl-2-methyl-1H-pyrrolo[2,3-c]pyridine). The solvent is O1CCCC1 (tetrahydrofuran). Run at time 30 minute. The product is Cl.C(C1=CC=CC=C1)N1C(=C(C=2C1=C(N=CC2)C2=CC=C(C=C2)Cl)COCC)C (1-benzyl-7-(4-chlorophenyl)-3-ethoxymethyl-2-methyl-1H-pyrrolo[2,3-c]pyridine hydrochloride). Yield: 70.9%. RXN SMILES: C1OCCOCCOCCOCCOCCOC1.CC(C)([O-])C.[K+].[Cl:25][C:26]1[CH:31]=[CH:30][C:29]([C:32]2[N:33]=[CH:34][CH:35]=[C:36]3[C:40]([CH2:41][O:42][CH2:43][CH3:44])=[C:39]([CH3:45])[NH:38][C:37]=23)=[CH:28][CH:27]=1.[CH2:46](Br)[C:47]1[CH:52]=[CH:51][CH:50]=[CH:49][CH:48]=1>O1CCCC1>[ClH:25].[CH2:46]([N:38]1[C:37]2=[C:32]([C:29]3[CH:28]=[CH:27][C:26]([Cl:25])=[CH:31][CH:30]=3)[N:33]=[CH:34][CH:35]=[C:36]2[C:40]([CH2:41][O:42][CH2:43][CH3:44])=[C:39]1[CH3:45])[C:47]1[CH:52]=[CH:51][CH:50]=[CH:49][CH:48]=1 |f:1.2,6.7|. Procedure details: 18-Crown-6 (2 mg, 0.006 mmol) and potassium tert-butoxide (7 mg, 0.066 mmol) were added to a solution of 7-(4-chlorophenyl)-3-ethoxymethyl-2-methyl-1H-pyrrolo[2,3-c]pyridine (20 mg, 0.066 mmol) prepared in Example 466 in anhydrous tetrahydrofuran (1 ml). The reaction mixture was stirred for 30 minutes at room temperature and then benzyl bromide (11.8 μl, 0.099 mmol) was added thereto. The reaction mixture was stirred overnight and then concentrated under reduced pressure. The resulting residue w... Starting materials: ClC=1C=C(C2=C(N1)N(N=C2)C(C)C)C(=O)NCC=2C(NC(=CC2C)C)=O (6-chloro-N-[(4,6-dimethyl-2-oxo-1,2-dihydro-3-pyridinyl)methyl]-1-(1-methylethyl)-1H-pyrazolo[3,4-b]pyridine-4-carboxamide), N1=CC(=CC=C1)B(O)O (3-pyridinylboronic acid), C([O-])([O-])=O.[Na+].[Na+] (sodium carbonate). Reagents/catalysts: Cl[Pd]([P](C1=CC=CC=C1)(C2=CC=CC=C2)C3=CC=CC=C3)([P](C4=CC=CC=C4)(C5=CC=CC=C5)C6=CC=CC=C6)Cl (bis(triphenylphosphine)palladium(II) chloride). Run in CS(=O)C (DMSO). Yields the product CC1=C(C(NC(=C1)C)=O)CNC(=O)C=1C2=C(N=C(C1)C=1C=NC=CC1)N(N=C2)C(C)C (N-[(4,6-Dimethyl-2-oxo-1,2-dihydro-3-pyridinyl)methyl]-1-(1-methylethyl)-6-(3-pyridinyl)-1H-pyrazolo[3,4-b]pyridine-4-carboxamide). The yield is 42.4%. As a reaction SMILES: Cl[C:2]1[CH:3]=[C:4]([C:14]([NH:16][CH2:17][C:18]2[C:19](=[O:26])[NH:20][C:21]([CH3:25])=[CH:22][C:23]=2[CH3:24])=[O:15])[C:5]2[CH:10]=[N:9][N:8]([CH:11]([CH3:13])[CH3:12])[C:6]=2[N:7]=1.[N:27]1[CH:32]=[CH:31][CH:30]=[C:29](B(O)O)[CH:28]=1.C(=O)([O-])[O-].[Na+].[Na+]>Cl[Pd](Cl)([P](C1C=CC=CC=1)(C1C=CC=CC=1)C1C=CC=CC=1)[P](C1C=CC=CC=1)(C1C=CC=CC=1)C1C=CC=CC=1.CS(C)=O>[CH3:24][C:23]1[CH:22]=[C:21]([CH3:25])[NH:20][C:19](=[O:26])[C:18]=1[CH2:17][NH:16][C:14]([C:4]1[C:5]2[CH:10]=[N:9][N:8]([CH:11]([CH3:13])[CH3:12])[C:6]=2[N:7]=[C:2]([C:29]2[CH:28]=[N:27][CH:32]=[CH:31][CH:30]=2)[CH:3]=1)=[O:15] |f:2.3.4,^1:44,63|. Reported procedure: To a 5-mL microwave vial were added 6-chloro-N-[(4,6-dimethyl-2-oxo-1,2-dihydro-3-pyridinyl)methyl]-1-(1-methylethyl)-1H-pyrazolo[3,4-b]pyridine-4-carboxamide (70 mg, 0.187 mmol), 3-pyridinylboronic acid (29.9 mg, 0.243 mmol), DMSO (1.5 mL) and sodium carbonate (0.281 mL, 0.562 mmol), and the mixture was degassed with nitrogen for 10 min. Next was added bis(triphenylphosphine)palladium(II) chloride (10.51 mg, 0.015 mmol) and the vial was sealed. The reaction mixture was irradiated (microwave) at... The reactants are CC1=CN(C2=CC=C(C=C12)O)N(C1=CC=NC=C1)CCC (3-methyl-1-(propyl-4-pyridinylamino)-1H-indol-5-ol), C(=O)([O-])[O-].[K+].[K+] (K2CO3), CN=C=O (methyl isocyanate). Solvent: O1CCCC1 (tetrahydrofuran). Reaction conditions: time 2.3 hour. The product is CNC(OC=1C=C2C(=CN(C2=CC1)N(C1=CC=NC=C1)CCC)C)=O (3-Methyl-1-(propyl-4-pyridinylamino)-1H-indol-5-yl methylcarbamate). RXN SMILES: [CH3:1][C:2]1[C:10]2[C:5](=[CH:6][CH:7]=[C:8]([OH:11])[CH:9]=2)[N:4]([N:12]([CH2:19][CH2:20][CH3:21])[C:13]2[CH:18]=[CH:17][N:16]=[CH:15][CH:14]=2)[CH:3]=1.C([O-])([O-])=O.[K+].[K+].[CH3:28][N:29]=[C:30]=[O:31]>O1CCCC1>[CH3:28][NH:29][C:30](=[O:31])[O:11][C:8]1[CH:9]=[C:10]2[C:5](=[CH:6][CH:7]=1)[N:4]([N:12]([CH2:19][CH2:20][CH3:21])[C:13]1[CH:18]=[CH:17][N:16]=[CH:15][CH:14]=1)[CH:3]=[C:2]2[CH3:1] |f:1.2.3|. Procedure details: To a stirred solution consisting of 3-methyl-1-(propyl-4-pyridinylamino)-1H-indol-5-ol (2.06 g) and tetrahydrofuran (49 ml) was added milled K2CO3 (1.06 g) followed by dropwise addition of methyl isocyanate (0.48 ml) at room temperature under nitrogen. Stirring was continued for 2.3 hours at which time the reaction mixture was filtered through a pad of celite and the solids washed with EtOAc. Concentration afforded the crude product. Purification via flash column chromatography (silica gel, 2% E... Reactants: COc1cc(NC(=O)CCCCCBr)c2nccc(C)c2c1, O, OCCN1CCNCC1, c1ccccc1. Yields the product COc1cc(NC(=O)CCCCCN2CCN(CCO)CC2)c2nccc(C)c2c1. Reaction SMILES: [Br:1][CH2:2][CH2:3][CH2:4][CH2:5][CH2:6][C:7](=[O:8])[NH:9][c:10]1[cH:11][c:12]([O:21][CH3:22])[cH:13][c:14]2[c:15]([CH3:20])[cH:16][cH:17][n:18][c:19]12.[OH2:32].[OH:23][CH2:24][CH2:25][N:26]1[CH2:27][CH2:28][NH:29][CH2:30][CH2:31]1.[cH:33]1[cH:34][cH:35][cH:36][cH:37][cH:38]1>>[CH2:2]([CH2:3][CH2:4][CH2:5][CH2:6][C:7](=[O:8])[NH:9][c:10]1[cH:11][c:12]([O:21][CH3:22])[cH:13][c:14]2[c:15]([CH3:20])[cH:16][cH:17][n:18][c:19]12)[N:29]1[CH2:28][CH2:27][N:26]([CH2:25][CH2:24][OH:23])[CH2:31][CH2:30]1. The reactants are NCCNCC1COC2=C(O1)C=CC=C2 (2-[N-(2-aminoethyl)]aminomethyl-2,3-dihydrobenzodioxin), C(C)(C)N(CC)C(C)C (diisopropylethylamine), (-)-ketopinic acid, C(C(=O)Cl)(=O)Cl (oxalyl choride). Reagents/catalysts: CN(C)C=O (DMF). The solvent is ClCCl (dichloromethane), ClCCl (dichloromethane). Reaction conditions: time 2 hour. Yields the product O1C(COC2=C1C=CC=C2)CNCCNC(=O)C21C(CC(CC2)C1(C)C)=O ((-)-N-[2-[[(2,3-Dihydro-1,4-benzodioxin-2-yl)methyl]amino]ethyl]-7,7-dimethyl-2-oxobicyclo[2,2,1]heptane-1-carboxamide). Yield: 67.1%. Reaction SMILES: [C:1](Cl)(=[O:5])[C:2](Cl)=O.[NH2:7][CH2:8][CH2:9][NH:10][CH2:11][CH:12]1[O:17][C:16]2[CH:18]=[CH:19][CH:20]=[CH:21][C:15]=2[O:14][CH2:13]1.C(N([CH:28]([CH3:30])[CH3:29])CC)(C)C>ClCCl.CN(C=O)C>[O:17]1[C:16]2[CH:18]=[CH:19][CH:20]=[CH:21][C:15]=2[O:14][CH2:13][CH:12]1[CH2:11][NH:10][CH2:9][CH2:8][NH:7][C:15]([C:16]12[C:28]([CH3:29])([CH3:30])[CH:20]([CH2:19][CH2:18]1)[CH2:2][C:1]2=[O:5])=[O:14]. Procedure: To 2.0 g (10 mmole) (-)-ketopinic acid in 100 ml of dichloromethane was added 2.0 ml (23 mmole) oxalyl choride and 2 drops of DMF. The mixture was stirred for two hours at room temperature and then concentrated to dryness in vacuum. It was redissolved in 50 ml of methylenechloride and added to a cold solution of 2.1 g (10 mmole) 2-[N-(2-aminoethyl)]aminomethyl-2,3-dihydrobenzodioxin and 1.3 g (10 mmole) diisopropylethylamine in 100 ml of dichloromethane. The mixture was stirred at room temperatu... Starting materials: FC(C(=O)NC1=C(C=C(C=C1[N+](=O)[O-])C(F)(F)F)[N+](=O)[O-])(C(F)F)F (N-(2,2,3,3-tetrafluoropropionyl)-2,6-dinitro-4-(trifluoromethyl)aniline). The reagents and catalysts are [Pd] (palladium on carbon). Solvent: C(C)O (ethanol). The product is ON1C(NC2=C1C=C(C=C2[N+](=O)[O-])C(F)(F)F)(C(C(F)F)(F)F)O (1,2-Dihydroxy-2-(1,1,2,2-Tetrafluoroethyl)-4-Nitro-6-(Trifluoromethyl)Benzimidazoline). RXN SMILES: [F:1][C:2]([F:25])([CH:22]([F:24])[F:23])[C:3]([NH:5][C:6]1[C:11]([N+:12]([O-:14])=[O:13])=[CH:10][C:9]([C:15]([F:18])([F:17])[F:16])=[CH:8][C:7]=1[N+:19]([O-])=[O:20])=[O:4]>[Pd].C(O)C>[OH:20][N:19]1[C:7]2[CH:8]=[C:9]([C:15]([F:18])([F:17])[F:16])[CH:10]=[C:11]([N+:12]([O-:14])=[O:13])[C:6]=2[NH:5][C:3]1([OH:4])[C:2]([F:25])([F:1])[CH:22]([F:24])[F:23]. Procedure details: A mixture of N-(2,2,3,3-tetrafluoropropionyl)-2,6-dinitro-4-(trifluoromethyl)aniline (20 grams), 200 ml. of ethanol, and 1.5 grams of 5 percent palladium on carbon was hydrogenated to 137 lbs. TLC showed three streaks. The solution was left standing for 11/2 hours, after which the expected product streak predominated. The reaction mixture was hydrogenated further (8 more lbs) then left standing another 20 minutes. The reaction mixture was then filtered and evaporated, leaving 17.8 grams of an or... The reactants are C([O-])([O-])=O.[Na+].[Na+] (Sodium carbonate), C(#N)/C(/C(=O)OCC)=C\OCC ((E)-ethyl 2-cyano-3-ethoxyacrylate), C(C)(=O)[O-].[Na+] (sodium acetate), C(C)C1=NN2C(N=C(C=C2C)C)=C1CC1=CC=C(C=C1)NN ([4-(2-ethyl-5,7-dimethyl-pyrazolo[1,5-a]pyrimidin-3-ylmethyl)-phenyl]-hydrazine). Solvent: O.CC(=O)O (water AcOH). Reaction conditions: temperature 100 celsius, time 3 hour. Product: C(C)OC(=O)C=1C(=NN(C1N)C1=CC=C(C=C1)CC=1C(=NN2C1N=C(C=C2C)C)CC)C (5-amino-1-[4-(2-ethyl-5,7-dimethyl-pyrazolo[1,5-a]pyrimidin-3-ylmethyl)-phenyl]-3-methyl-1H-pyrazole-4-carboxylic acid ethyl ester). RXN SMILES: [CH2:1]([C:3]1[C:13]([CH2:14][C:15]2[CH:20]=[CH:19][C:18]([NH:21][NH2:22])=[CH:17][CH:16]=2)=[C:6]2[N:7]=[C:8]([CH3:12])[CH:9]=[C:10]([CH3:11])[N:5]2[N:4]=1)[CH3:2].[C:23](/[C:25](=[CH:31]\OCC)/[C:26]([O:28][CH2:29][CH3:30])=[O:27])#[N:24].[C:35]([O-])(=O)C.[Na+].C(=O)([O-])[O-].[Na+].[Na+]>O.CC(O)=O>[CH2:29]([O:28][C:26]([C:25]1[C:31]([CH3:35])=[N:22][N:21]([C:18]2[CH:17]=[CH:16][C:15]([CH2:14][C:13]3[C:3]([CH2:1][CH3:2])=[N:4][N:5]4[C:10]([CH3:11])=[CH:9][C:8]([CH3:12])=[N:7][C:6]=34)=[CH:20][CH:19]=2)[C:23]=1[NH2:24])=[O:27])[CH3:30] |f:2.3,4.5.6,7.8|. Procedure details: [4-(2-Ethyl-5,7-dimethyl-pyrazolo[1,5-a]pyrimidin-3-ylmethyl)-phenyl]-hydrazine (15) (1.8 g, 6.1 mmol) was dissolved in 40 ml water/AcOH (1:3), and after addition of (E)-ethyl 2-cyano-3-ethoxyacrylate (1.24 g, 7.3 mmol) and sodium acetate (1.1 g, 13.4 mmol) the reaction mixture was stirred for 3 h at 100° C. Sodium carbonate was added (pH 11). The organic layer was extracted 2 times with EtOAc, washed with water and brine, dried over Na2 SO4 and concentrated. The crude product was purified by ch... Reactants: C(=O)(OC(C)(C)C)N[C@H](CCCNC(=O)OCC1=CC=CC=C1)C(=O)N[C@H](C)C1=CC=C(C=C1)OC ((R)-N2 -(Boc)-N5 -(Cbz)-(R)-N-[1-(4-methoxyphenyl)ethyl]ornithine amide), Cl (hydrogen chloride). The solvent is CCOC(=O)C (EtOAc), CCOC(=O)C (EtOAc). The product is Cl.C(=O)(OCC1=CC=CC=C1)NCCC[C@@H](N)C(=O)N[C@H](C)C1=CC=C(C=C1)OC ((R)-N5 -(Cbz)-(R)-N-[1-(4-Methoxyphenyl)ethyl]ornithine amide hydrochloride), foam. Reaction SMILES: C([NH:8][C@@H:9]([C:24]([NH:26][C@@H:27]([C:29]1[CH:34]=[CH:33][C:32]([O:35][CH3:36])=[CH:31][CH:30]=1)[CH3:28])=[O:25])[CH2:10][CH2:11][CH2:12][NH:13][C:14]([O:16][CH2:17][C:18]1[CH:23]=[CH:22][CH:21]=[CH:20][CH:19]=1)=[O:15])(OC(C)(C)C)=O.[ClH:37]>CCOC(C)=O>[ClH:37].[C:14]([NH:13][CH2:12][CH2:11][CH2:10][C@H:9]([C:24]([NH:26][C@@H:27]([C:29]1[CH:30]=[CH:31][C:32]([O:35][CH3:36])=[CH:33][CH:34]=1)[CH3:28])=[O:25])[NH2:8])([O:16][CH2:17][C:18]1[CH:19]=[CH:20][CH:21]=[CH:22][CH:23]=1)=[O:15] |f:3.4|. Procedure: (R)-N2 -(Boc)-N5 -(Cbz)-(R)-N-[1-(4-methoxyphenyl)ethyl]ornithine amide (14.0 g; from step (a) above) in EtOAc (300 mL) was treated with EtOAc saturated with hydrogen chloride (HCl/EtOAc; 300 mL) at room temperature for 5 hours. The solution was concentrated to give the crude sub-title compound as a crushable foam (12.9 g) which was used without purification.